This data is from the Open Reaction Database (ORD), a public repository of structured organic reaction records. The task is: describe an organic reaction: reactants, conditions, products, and yield Reported procedure: A mixture of 2-amino-1-(3,4-difluorobenzyl)-1H-pyrrole-3-carbonitrile (20 g, 86 mmol) and toluene (700 mL) was heated to reflux eliminating 30 mL of toluene using a Dean-Stark trap then (E)-ethyl 3-ethoxybut-2-enoate (14.9 g, 94 mmol) and 4-methylbenzenesulfonic acid hydrate (1.6 g, 8.56 mmol) and were added. The mixture was heated to 155° C. for 1 h using a Dean-Stark trap to eliminate 350 mL of solvent. The mixture was cooled to 0° C. and sodium ethoxide (41.6 mL, 111 mmol, 21% wt/EtOH) was ad... Yield: 77.7%. Starting materials: solvent, [O-]CC.[Na+] (sodium ethoxide), NC=1N(C=CC1C#N)CC1=CC(=C(C=C1)F)F (2-amino-1-(3,4-difluorobenzyl)-1H-pyrrole-3-carbonitrile), Cl.O (HCl water), C(C)O/C(=C/C(=O)OCC)/C ((E)-ethyl 3-ethoxybut-2-enoate), O.CC1=CC=C(C=C1)S(=O)(=O)O (4-methylbenzenesulfonic acid hydrate), solvent. As a reaction SMILES: [NH2:1][C:2]1[N:3]([CH2:9][C:10]2[CH:15]=[CH:14][C:13]([F:16])=[C:12]([F:17])[CH:11]=2)[CH:4]=[CH:5][C:6]=1[C:7]#[N:8].C(O/[C:21](/[CH3:28])=[CH:22]/[C:23]([O:25][CH2:26][CH3:27])=[O:24])C.O.CC1C=CC(S(O)(=O)=O)=CC=1.[O-]CC.[Na+].Cl.O>O.C1(C)C=CC=CC=1>[NH2:8][C:7]1[C:22]([C:23]([O:25][CH2:26][CH3:27])=[O:24])=[C:21]([CH3:28])[N:1]=[C:2]2[N:3]([CH2:9][C:10]3[CH:15]=[CH:14][C:13]([F:16])=[C:12]([F:17])[CH:11]=3)[CH:4]=[CH:5][C:6]=12 |f:2.3,4.5,6.7|. Solvent: C1(=CC=CC=C1)C (toluene), O (Water), C1(=CC=CC=C1)C (toluene). Conditions: temperature 155 celsius. Product: NC1=C2C(=NC(=C1C(=O)OCC)C)N(C=C2)CC2=CC(=C(C=C2)F)F (ethyl 4-amino-1-(3,4-difluorobenzyl)-6-methyl-1H-pyrrolo[2,3-b]pyridine-5-carboxylate). The reactants are C(C)(C)(C)OC(=O)N[C@@H](CC(C)C)C(=O)O (N-(tert-butoxycarbonyl)-L-leucine), FC(C=1C=CC(=NC1)N1C[C@@H]2[C@H](C1)[C@H](CC2)N)(F)F ((3aR,4S,6aS)-2-(5-(trifluoromethyl)pyridin-2-yl)octahydrocyclopenta[c]pyrrol-4-amine), C(C1=CC=CC=C1)N1C[C@@H]2[C@H](C1)[C@H](CC2)N ((3aR,4S,6aS)-2-benzyloctahydrocyclopenta[c]pyrrol-4-amine). Product: CC(C[C@@H](C(N[C@H]1CC[C@@H]2CN(C[C@@H]21)C2=NC=C(C=C2)C(F)(F)F)=O)NC(OC(C)(C)C)=O)(C)C (tert-butyl(S)-4,4-dimethyl-1-oxo-1-((3aR,4S,6aS)-2-(5-(trifluoromethyl)pyridin-2-yl)octahydrocyclopenta[c]pyrrol-4-ylamino)pentan-2-ylcarbamate). Reaction SMILES: [C:1]([O:5][C:6]([NH:8][C@H:9]([C:14]([OH:16])=O)[CH2:10][CH:11]([CH3:13])[CH3:12])=[O:7])([CH3:4])([CH3:3])[CH3:2].[F:17][C:18]([F:35])([F:34])[C:19]1[CH:20]=[CH:21][C:22]([N:25]2[CH2:29][C@@H:28]3[C@@H:30]([NH2:33])[CH2:31][CH2:32][C@@H:27]3[CH2:26]2)=[N:23][CH:24]=1.[CH2:36](N1C[C@@H]2[C@@H](N)CC[C@@H]2C1)C1C=CC=CC=1>>[CH3:36][C:11]([CH3:12])([CH3:13])[CH2:10][C@H:9]([NH:8][C:6](=[O:7])[O:5][C:1]([CH3:2])([CH3:3])[CH3:4])[C:14](=[O:16])[NH:33][C@@H:30]1[C@@H:28]2[C@@H:27]([CH2:26][N:25]([C:22]3[CH:21]=[CH:20][C:19]([C:18]([F:17])([F:34])[F:35])=[CH:24][N:23]=3)[CH2:29]2)[CH2:32][CH2:31]1. Reported procedure: The title compound was prepared by substituting N-(tert-butoxycarbonyl)-L-neopentylglycine for N-(tert-butoxycarbonyl)-L-leucine and (3aR,4S,6aS)-2-(5-(trifluoromethyl)pyridin-2-yl)octahydrocyclopenta[c]pyrrol-4-amine from Step B for (3aR,4S,6aS)-2-benzyloctahydrocyclopenta[c]pyrrol-4-amine in the procedure described in Example 221: 1H NMR (400 MHz, pyridine-d5) δ ppm 8.52 (s, 1H), 7.81 (d, J=5.8, 1H), 7.60 (dd, J=8.9, 2.5, 1H), 7.07 (d, J=7.0, 1H), 6.35 (d, J=8.9, 1H), 4.53 (td, J=8.3, 4.7, 1H)... Starting materials: CC(=O)Nc1nc(CCc2ccc(NC(=O)OC(C)(C)C)cc2)c(Cc2ccc(S(C)(=O)=O)cc2)s1, CCO. The product is CC(C)(C)OC(=O)Nc1ccc(CCc2nc(N)sc2Cc2ccc(S(C)(=O)=O)cc2)cc1. RXN SMILES: [C:1](=[O:2])([CH3:3])[NH:4][c:5]1[s:6][c:7]([CH2:26][c:27]2[cH:28][cH:29][c:30]([S:33](=[O:34])(=[O:35])[CH3:36])[cH:31][cH:32]2)[c:8]([CH2:10][CH2:11][c:12]2[cH:13][cH:14][c:15]([NH:18][C:19]([O:20][C:21]([CH3:22])([CH3:23])[CH3:24])=[O:25])[cH:16][cH:17]2)[n:9]1.[CH3:37][CH2:38][OH:39]>>[NH2:4][c:5]1[s:6][c:7]([CH2:26][c:27]2[cH:28][cH:29][c:30]([S:33](=[O:34])(=[O:35])[CH3:36])[cH:31][cH:32]2)[c:8]([CH2:10][CH2:11][c:12]2[cH:13][cH:14][c:15]([NH:18][C:19]([O:20][C:21]([CH3:22])([CH3:23])[CH3:24])=[O:25])[cH:16][cH:17]2)[n:9]1. The reactants are O=C([O-])O, O=C(NC1CCN(C2CCC3(CC2)OCCO3)C1=O)OCc1ccccc1, CC(C)=O, Cl, [Na+], Cc1ccc(S(=O)(=O)O)cc1. Yields the product O=C1CCC(N2CCC(NC(=O)OCc3ccccc3)C2=O)CC1. RXN SMILES: [C:40](=[O:41])([OH:42])[O-:43].[CH2:1]([c:2]1[cH:3][cH:4][cH:5][cH:6][cH:7]1)[O:8][C:9](=[O:10])[NH:11][CH:12]1[C:13](=[O:27])[N:14]([CH:17]2[CH2:18][CH2:19][C:20]3([O:21][CH2:24][CH2:23][O:22]3)[CH2:25][CH2:26]2)[CH2:15][CH2:16]1.[CH3:45][C:46](=[O:47])[CH3:48].[ClH:39].[Na+:44].[c:28]1([CH3:29])[cH:30][cH:31][c:32]([S:33]([OH:34])(=[O:35])=[O:36])[cH:37][cH:38]1>>[CH2:1]([c:2]1[cH:3][cH:4][cH:5][cH:6][cH:7]1)[O:8][C:9](=[O:10])[NH:11][CH:12]1[C:13](=[O:27])[N:14]([CH:17]2[CH2:18][CH2:19][C:20](=[O:21])[CH2:25][CH2:26]2)[CH2:15][CH2:16]1. Reactants: CCOCC, CCOC(=O)C(=O)Nc1ccc(Oc2ccnc3ccsc23)c(F)c1, NCCN1CCOCC1. Yields the product O=C(NCCN1CCOCC1)C(=O)Nc1ccc(Oc2ccnc3ccsc23)c(F)c1. Reaction SMILES: [CH3:35][CH2:36][O:37][CH2:38][CH3:39].[F:1][c:2]1[cH:3][c:4]([NH:18][C:19]([C:20](=[O:21])[O:22][CH2:23][CH3:24])=[O:25])[cH:5][cH:6][c:7]1[O:8][c:9]1[c:10]2[c:11]([n:12][cH:13][cH:14]1)[cH:15][cH:16][s:17]2.[O:26]1[CH2:27][CH2:28][N:29]([CH2:32][CH2:33][NH2:34])[CH2:30][CH2:31]1>>[F:1][c:2]1[cH:3][c:4]([NH:18][C:19]([C:20](=[O:21])[NH:34][CH2:33][CH2:32][N:29]2[CH2:28][CH2:27][O:26][CH2:31][CH2:30]2)=[O:25])[cH:5][cH:6][c:7]1[O:8][c:9]1[c:10]2[c:11]([n:12][cH:13][cH:14]1)[cH:15][cH:16][s:17]2.